Dataset: the Open Reaction Database (ORD), a public repository of structured organic reaction records. Task: describe an organic reaction: reactants, conditions, products, and yield Reactants: O=C(Cl)Oc1ccc([N+](=O)[O-])cc1, ClCCl, CC(C)(C)OC(=O)NC(CN)CC1CCCOC1. The product is CC(C)(C)OC(=O)NC(CNC(=O)Oc1ccc([N+](=O)[O-])cc1)CC1CCCOC1. As a reaction SMILES: [Cl:19][C:20](=[O:21])[O:22][c:23]1[cH:24][cH:25][c:26]([N+:29](=[O:30])[O-:31])[cH:27][cH:28]1.[Cl:32][CH2:33][Cl:34].[NH2:1][CH2:2][CH:3]([CH2:4][CH:5]1[CH2:6][O:7][CH2:8][CH2:9][CH2:10]1)[NH:11][C:12]([O:13][C:14]([CH3:15])([CH3:16])[CH3:17])=[O:18]>>[NH:1]([CH2:2][CH:3]([CH2:4][CH:5]1[CH2:6][O:7][CH2:8][CH2:9][CH2:10]1)[NH:11][C:12]([O:13][C:14]([CH3:15])([CH3:16])[CH3:17])=[O:18])[C:20](=[O:21])[O:22][c:23]1[cH:24][cH:25][c:26]([N+:29](=[O:30])[O-:31])[cH:27][cH:28]1.